Dataset: the Open Reaction Database (ORD), a public repository of structured organic reaction records. Task: describe an organic reaction: reactants, conditions, products, and yield The reactants are acid chloride, C1(=CC=CC=C1)C1=CC=C(S1)C(=O)O (5-phenylthiophene-2-carboxylic acid), C(C(=O)Cl)(=O)Cl (oxalyl chloride), CN(C=O)C (N,N-dimethylformamide), CN1C(=NC=C1C=1C=C(N)C=CC1)C (3-(1,2-dimethylimidazol-5-yl)aniline). The solvent is ClCCl (dichloromethane), ClCCl (dichloromethane), ClCCl (dichloromethane), ClCCl (dichloromethane), N1=CC=CC=C1 (pyridine). Yields the product CC1=NC=C(N1C)C=1C=C(C=CC1)NC(=O)C=1SC(=CC1)C1=CC=CC=C1 (N-[3-(2,3-dimethyl-3H-imidazol4-yl)-phenyl]-5-phenyl-thiophene-2-carboxamide). Isolated yield 83.1%. Reaction SMILES: [C:1]1([C:7]2[S:11][C:10]([C:12]([OH:14])=O)=[CH:9][CH:8]=2)[CH:6]=[CH:5][CH:4]=[CH:3][CH:2]=1.C(Cl)(=O)C(Cl)=O.CN(C)C=O.[CH3:26][N:27]1[C:31]([C:32]2[CH:33]=[C:34]([CH:36]=[CH:37][CH:38]=2)[NH2:35])=[CH:30][N:29]=[C:28]1[CH3:39]>ClCCl.N1C=CC=CC=1>[CH3:39][C:28]1[N:27]([CH3:26])[C:31]([C:32]2[CH:33]=[C:34]([NH:35][C:12]([C:10]3[S:11][C:7]([C:1]4[CH:2]=[CH:3][CH:4]=[CH:5][CH:6]=4)=[CH:8][CH:9]=3)=[O:14])[CH:36]=[CH:37][CH:38]=2)=[CH:30][N:29]=1. Procedure: To a suspension of 5-phenylthiophene-2-carboxylic acid (102 mg) and oxalyl chloride (0.2 ml) in dichloromethane (2 ml) was added N,N-dimethylformamide (0.01 ml), and the mixture was stirred for an hour. The resultant solution was evaporated under reduced pressure to give a crude acid chloride. To a suspension of 3-(1,2-dimethylimidazol-5-yl)aniline (94 mg) and pyridine (0.12 ml) in dichloromethane (2 ml) was dropwise added a solution of the acid chloride obtained above in dichloromethane (2 ml) ... Reactants: CCOC(=O)c1sc(I)c(C#N)c1-c1ccc(Cl)cc1Cl, [Na+], C1CCOC1, [OH-], O. Yields the product N#Cc1c(I)sc(C(=O)O)c1-c1ccc(Cl)cc1Cl. As a reaction SMILES: [C:1](#[N:2])[c:3]1[c:4](-[c:14]2[c:15]([Cl:21])[cH:16][c:17]([Cl:20])[cH:18][cH:19]2)[c:5]([C:9](=[O:10])[O:11][CH2:12][CH3:13])[s:6][c:7]1[I:8].[Na+:23].[O:24]1[CH2:25][CH2:26][CH2:27][CH2:28]1.[OH-:22].[OH2:29]>>[C:1](#[N:2])[c:3]1[c:4](-[c:14]2[c:15]([Cl:21])[cH:16][c:17]([Cl:20])[cH:18][cH:19]2)[c:5]([C:9](=[O:10])[OH:11])[s:6][c:7]1[I:8].